Task: describe an organic reaction: reactants, conditions, products, and yield. Dataset: the Open Reaction Database (ORD), a public repository of structured organic reaction records Reactants: [Al+3], CON(C)C(=O)c1ncc(Br)cc1F, C1CCOC1, [H-], [H-], [H-], [H-], [Li+], O. Product: O=Cc1ncc(Br)cc1F. RXN SMILES: [Al+3:16].[Br:1][c:2]1[cH:3][c:4]([F:14])[c:5]([C:8](=[O:9])[N:10]([O:11][CH3:12])[CH3:13])[n:6][cH:7]1.[CH2:22]1[O:23][CH2:24][CH2:25][CH2:26]1.[H-:15].[H-:18].[H-:19].[H-:20].[Li+:17].[OH2:21]>>[Br:1][c:2]1[cH:3][c:4]([F:14])[c:5]([CH:8]=[O:9])[n:6][cH:7]1.